This data is from the Open Reaction Database (ORD), a public repository of structured organic reaction records. The task is: describe an organic reaction: reactants, conditions, products, and yield Reactants: C(=O)([O-])[O-].[Na+].[Na+] (Na2CO3), ClC(C1=NC2=C(N1)C=CC=C2)(Cl)Cl (2-trichloromethyl-1H-benzoimidazole), CO (MeOH), Cl (HCl). Run at time 0.5 hour. Product: COC(=O)C1=NC2=C(N1)C=CC=C2 (1H-benzoimidazole-2-carboxylic acid methyl ester). Yield: 83.0%. Reaction SMILES: [C:1]([O-:4])([O-])=[O:2].[Na+].[Na+].ClC(Cl)(Cl)[C:9]1[NH:13][C:12]2[CH:14]=[CH:15][CH:16]=[CH:17][C:11]=2[N:10]=1.Cl.[CH3:21]O>>[CH3:21][O:4][C:1]([C:9]1[NH:13][C:12]2[CH:14]=[CH:15][CH:16]=[CH:17][C:11]=2[N:10]=1)=[O:2] |f:0.1.2|. Reported procedure: Na2CO3 (0.64 g, 6.07 mmol) was added to a solution of (17) (1.9 g, 6.07 mmol) in 20 mL MeOH. The reaction mixture was heated to reflux for 14 h and then cooled to RT. 1N HCl was added to the solution and the reaction mixture was stirred for 0.5 hour. The mixture was extracted with EA. The organic phase was washed with brine, dried over Na2SO4 and evaporated to give the title compound (0.89 g, yield 83%). ESI-MS (M+1): 177 calc. for C9H8N2O2 176. The solvent is CN(C(C)=O)C (N,N-dimethylacetamide), CN(C(C)=O)C (N,N-dimethylacetamide). Conditions: time 30 minute. Yield: 45.3%. Yields the product C(C)(=O)N1[C@@](CCC1)(C(=O)O)C ((S)-1-Acetyl-2-methyl-pyrrolidine-2-carboxylic acid). As a reaction SMILES: [CH3:1][C@@:2]1([C:7]([OH:9])=[O:8])[CH2:6][CH2:5][CH2:4][NH:3]1.[C:10](Cl)(=[O:12])[CH3:11].C(N(CC)C(C)C)(C)C>CN(C)C(=O)C>[C:10]([N:3]1[CH2:4][CH2:5][CH2:6][C@@:2]1([CH3:1])[C:7]([OH:9])=[O:8])(=[O:12])[CH3:11]. The reactants are C[C@@]1(NCCC1)C(=O)O ((S)-2-methyl-pyrrolidine-2-carboxylic acid), C(C)(C)N(C(C)C)CC (N,N-diisopropylethylamine), C(C)(=O)Cl (acetyl chloride). Reported procedure: To a solution of (S)-2-methyl-pyrrolidine-2-carboxylic acid (50.0 mg, 0.387 mmol) dissolved in N,N-dimethylacetamide (1.5 mL, 16 mmol) was added a solution of acetyl chloride (31.9 mg, 0.406 mmol) dissolved in N,N-dimethylacetamide (0.5 mL), and then N,N-diisopropylethylamine (1 mL, 6 mmol) was added and the reaction mixture stirred at room temperature for 30 minutes. The reaction mixture was concentrated to produce the title compound as a light brown oil (30 mg, 40% yield). (m/z): [M+H]+ calcd ... Reactants: C(C)(C)(C)OC(=O)N1CCN(CCC1)C1=CC=C(C=C1)NC(=O)C=1N=C(OC1C(F)(F)F)C1=CC=CC=C1 (4-{4-[(2-Phenyl-5-trifluoromethyl-oxazole-4-carbonyl)-amino]-phenyl}-[1,4]diazepane-1-carboxylic acid tert-butyl ester), O1CCOCC1 (dioxane), Cl (hydrogen chloride). Solvent: CO (methanol). Conditions: time 24 hour. Yields the product Cl.N1(CCNCCC1)C1=CC=C(C=C1)NC(=O)C=1N=C(OC1C(F)(F)F)C1=CC=CC=C1 (2-phenyl-5-trifluoromethyl-oxazole-4-carboxylic acid (4-[1,4]diazepan-1-yl-phenyl)-amide hydrochloride salt). Yield: 99.0%. Reaction SMILES: C(OC([N:8]1[CH2:14][CH2:13][CH2:12][N:11]([C:15]2[CH:20]=[CH:19][C:18]([NH:21][C:22]([C:24]3[N:25]=[C:26]([C:33]4[CH:38]=[CH:37][CH:36]=[CH:35][CH:34]=4)[O:27][C:28]=3[C:29]([F:32])([F:31])[F:30])=[O:23])=[CH:17][CH:16]=2)[CH2:10][CH2:9]1)=O)(C)(C)C.O1CCOCC1.[ClH:45]>CO>[ClH:45].[N:11]1([C:15]2[CH:20]=[CH:19][C:18]([NH:21][C:22]([C:24]3[N:25]=[C:26]([C:33]4[CH:38]=[CH:37][CH:36]=[CH:35][CH:34]=4)[O:27][C:28]=3[C:29]([F:32])([F:30])[F:31])=[O:23])=[CH:17][CH:16]=2)[CH2:12][CH2:13][CH2:14][NH:8][CH2:9][CH2:10]1 |f:4.5|. Procedure: A mixture of 4-{4-[(2-Phenyl-5-trifluoromethyl-oxazole-4-carbonyl)-amino]-phenyl}-[1,4]diazepane-1-carboxylic acid tert-butyl ester (1.64 g, 3.1 mmol) in methanol (50 mL) and hydrogen chloride in dioxane (4M, 10 mL, 40 mmol) was stirred at room temperature for 24 hr. The solvents were removed under vacuum to yield 2-phenyl-5-trifluoromethyl-oxazole-4-carboxylic acid (4-[1,4]diazepan-1-yl-phenyl)-amide hydrochloride salt (1.57 g, 99% yield) as a white solid. ES-MS for the neutral form C22H21F3N4O... Reactants: COC(=O)C(N)Cc1ccc2c(c1)OCC(c1ccc(OCc3ccc(Cl)c(Cl)c3)cc1)O2, CCOC(C)=O, Cl, O=[N+]([O-])c1ccc(S(=O)(=O)Cl)cc1, [Na+], O=C([O-])O. Product: COC(=O)C(Cc1ccc2c(c1)OCC(c1ccc(OCc3ccc(Cl)c(Cl)c3)cc1)O2)NS(=O)(=O)c1ccc([N+](=O)[O-])cc1. As a reaction SMILES: [CH3:2][O:3][C:4]([CH:5]([CH2:6][c:7]1[cH:8][c:9]2[c:10]([cH:31][cH:32]1)[O:11][CH:12]([c:15]1[cH:16][cH:17][c:18]([O:21][CH2:22][c:23]3[cH:24][c:25]([Cl:30])[c:26]([Cl:29])[cH:27][cH:28]3)[cH:19][cH:20]1)[CH2:13][O:14]2)[NH2:33])=[O:34].[CH3:53][CH2:54][O:55][C:56]([CH3:57])=[O:58].[ClH:1].[N+:40](=[O:41])([O-:42])[c:43]1[cH:44][cH:45][c:46]([S:49](=[O:50])(=[O:51])[Cl:52])[cH:47][cH:48]1.[Na+:39].[O-:35][C:36]([OH:37])=[O:38]>>[CH3:2][O:3][C:4]([CH:5]([CH2:6][c:7]1[cH:8][c:9]2[c:10]([cH:31][cH:32]1)[O:11][CH:12]([c:15]1[cH:16][cH:17][c:18]([O:21][CH2:22][c:23]3[cH:24][c:25]([Cl:30])[c:26]([Cl:29])[cH:27][cH:28]3)[cH:19][cH:20]1)[CH2:13][O:14]2)[NH:33][S:49]([c:46]1[cH:45][cH:44][c:43]([N+:40](=[O:41])[O-:42])[cH:48][cH:47]1)(=[O:50])=[O:51])=[O:34]. The reactants are O=C([O-])O, CCOC(C)=O, COc1c(N2CC=CC2)c(F)cc2c(=O)c(C(=O)O)cn(C3CC3)c12, [Na+], ON=C(Cl)c1ccccn1. Product: COc1c(N2CC3ON=C(c4ccccn4)C3C2)c(F)cc2c(=O)c(C(=O)O)cn(C3CC3)c12. As a reaction SMILES: [C:36](=[O:37])([OH:38])[O-:39].[CH3:41][CH2:42][O:43][C:44](=[O:45])[CH3:46].[CH:11]1([n:14]2[cH:15][c:16]([C:33](=[O:34])[OH:35])[c:17](=[O:32])[c:18]3[cH:19][c:20]([F:31])[c:21]([N:26]4[CH2:27][CH:28]=[CH:29][CH2:30]4)[c:22]([O:24][CH3:25])[c:23]23)[CH2:12][CH2:13]1.[Na+:40].[OH:1][N:2]=[C:3]([c:4]1[n:5][cH:6][cH:7][cH:8][cH:9]1)[Cl:10]>>[O:1]1[N:2]=[C:3]([c:4]2[n:5][cH:6][cH:7][cH:8][cH:9]2)[CH:28]2[CH2:27][N:26]([c:21]3[c:20]([F:31])[cH:19][c:18]4[c:17](=[O:32])[c:16]([C:33](=[O:34])[OH:35])[cH:15][n:14]([CH:11]5[CH2:12][CH2:13]5)[c:23]4[c:22]3[O:24][CH3:25])[CH2:30][CH:29]12.